Dataset: the Open Reaction Database (ORD), a public repository of structured organic reaction records. Task: describe an organic reaction: reactants, conditions, products, and yield Starting materials: N1CCOCC1 (morpholine), BrC(C(=O)OCC)C (ethyl 2-bromopropionate). Run in C1=CC=CC=C1 (benzene). The product is O1CCN(CC1)C(C(=O)OCC)C (ethyl 2-morpholinopropionate). The yield is 85.2%. As a reaction SMILES: [NH:1]1[CH2:6][CH2:5][O:4][CH2:3][CH2:2]1.Br[CH:8]([CH3:14])[C:9]([O:11][CH2:12][CH3:13])=[O:10]>C1C=CC=CC=1>[O:4]1[CH2:5][CH2:6][N:1]([CH:8]([CH3:14])[C:9]([O:11][CH2:12][CH3:13])=[O:10])[CH2:2][CH2:3]1. Reported procedure: 3.5 g (40 mmole) of morpholine were added to a mixture of 3.6 g (20 mmole) of ethyl 2-bromopropionate and 50 ml of dry benzene, and then the mixture was heated under reflux for 7 hours. At the end of this time, the reaction mixture was filtered, the filtrate was concentrated by evaporation under reduced pressure, and the residue was dissolved in chloroform. The resulting solution was washed with water, dried, and concentrated by evaporation under reduced pressure, to give 3.19 g of ethyl 2-morph... The reactants are BrC1=NC=CC(=C1)[C@H]1N(CCC1)[C@H](C)C1=CC=C(C=C1)OC (2-Bromo-4-{(S)-1-[(R)-1-(4-methoxy-phenyl)-ethyl]-pyrrolidin-2-yl}-pyridine), N1CCC2=CC=CC=C12 (indoline), C1(CCCCC1)P(C1=C(C=CC=C1)C1=CC=CC=C1)C1CCCCC1 (2-(dicyclohexylphosphino)-biphenyl), CC(C)([O-])C.[K+] (potassium tert-butoxide). Reagents/catalysts: C=1C=CC(=CC1)/C=C/C(=O)/C=C/C2=CC=CC=C2.C=1C=CC(=CC1)/C=C/C(=O)/C=C/C2=CC=CC=C2.C=1C=CC(=CC1)/C=C/C(=O)/C=C/C2=CC=CC=C2.[Pd].[Pd] (Pd2(dba)3). Solvent: CCOC(=O)C (EtOAc), O (Water), C1(=CC=CC=C1)C (toluene). Run at temperature 85 celsius, time 3 hour. Product: COC1=CC=C(C=C1)[C@@H](C)N1[C@@H](CCC1)C1=CC(=NC=C1)N1CCC2=CC=CC=C12 (1-(4-{(S)-1-[(R)-1-(4-Methoxy-phenyl)-ethyl]-pyrrolidin-2-yl}-pyridin-2-yl)-2,3-dihydro-1H-indole). The yield is 85.5%. As a reaction SMILES: Br[C:2]1[CH:7]=[C:6]([C@@H:8]2[CH2:12][CH2:11][CH2:10][N:9]2[C@@H:13]([C:15]2[CH:20]=[CH:19][C:18]([O:21][CH3:22])=[CH:17][CH:16]=2)[CH3:14])[CH:5]=[CH:4][N:3]=1.[NH:23]1[C:31]2[C:26](=[CH:27][CH:28]=[CH:29][CH:30]=2)[CH2:25][CH2:24]1.C1(P(C2CCCCC2)C2C=CC=CC=2C2C=CC=CC=2)CCCCC1.CC(C)([O-])C.[K+]>C1(C)C=CC=CC=1.C1C=CC(/C=C/C(/C=C/C2C=CC=CC=2)=O)=CC=1.C1C=CC(/C=C/C(/C=C/C2C=CC=CC=2)=O)=CC=1.C1C=CC(/C=C/C(/C=C/C2C=CC=CC=2)=O)=CC=1.[Pd].[Pd].CCOC(C)=O.O>[CH3:22][O:21][C:18]1[CH:19]=[CH:20][C:15]([C@H:13]([N:9]2[CH2:10][CH2:11][CH2:12][C@H:8]2[C:6]2[CH:5]=[CH:4][N:3]=[C:2]([N:23]3[C:31]4[C:26](=[CH:27][CH:28]=[CH:29][CH:30]=4)[CH2:25][CH2:24]3)[CH:7]=2)[CH3:14])=[CH:16][CH:17]=1 |f:3.4,6.7.8.9.10|. Procedure details: To a solution of 2-Bromo-4-{(S)-1-[(R)-1-(4-methoxy-phenyl)-ethyl]-pyrrolidin-2-yl}-pyridine (0.15 g, 0.41 mmol) in toluene (30 mL) are added indoline (0.10 g, 0.83 mmol), 2-(dicyclohexylphosphino)-biphenyl (14 mg, 0.04 mmol), Pd2(dba)3 (19 mg, 0.02 mmol) and potassium tert-butoxide (0.11 g, 1.04 mmol). The reaction mixture is stirred at 85° C. for 3 h and cooled to room temperature. Water and EtOAc are added to the mixture. The layers are separated and the aqueous layer is extracted with EtOAc.... Starting materials: COC(=O)C1CCC(c2ccc([N+](=O)[O-])cc2)C1, COC(=O)C1CCC(c2ccc(N)cc2)C1, CCOC(=O)C=C1CCC(c2ccc(N)cc2)C1. Yields the product CCOC(=O)CC1CCC(c2ccc(N)cc2)C1. Reaction SMILES: [N+:17]([c:18]1[cH:19][cH:20][c:21]([CH:22]2[CH2:23][CH2:24][CH:25]([C:26]([O:27][CH3:28])=[O:29])[CH2:30]2)[cH:31][cH:32]1)([O-:33])=[O:34].[NH2:1][c:2]1[cH:3][cH:4][c:5]([CH:6]2[CH2:7][CH2:8][CH:9]([C:10]([O:11][CH3:12])=[O:13])[CH2:14]2)[cH:15][cH:16]1.[NH2:35][c:36]1[cH:37][cH:38][c:39]([CH:42]2[CH2:43][C:44](=[CH:47][C:48](=[O:49])[O:50][CH2:51][CH3:52])[CH2:45][CH2:46]2)[cH:40][cH:41]1>>[NH2:35][c:36]1[cH:37][cH:38][c:39]([CH:42]2[CH2:43][CH:44]([CH2:47][C:48](=[O:49])[O:50][CH2:51][CH3:52])[CH2:45][CH2:46]2)[cH:40][cH:41]1. Starting materials: NC1=C(C(=NN1C1=C(C=C(C=C1Cl)C(F)(F)F)Cl)C1=CC=CC=C1)I (5-amino-1-(2,6-dichloro-4-trifluoromethylphenyl)4iodo-3-phenylpyrazole), C(C)(C)(C)ON=O (t-butylnitrite). The solvent is O1CCCC1 (tetrahydrofuran). Run at time 3 hour. The product is ClC1=C(C(=CC(=C1)C(F)(F)F)Cl)N1N=C(C(=C1)I)C1=CC=CC=C1 (1-(2,6-Dichloro-4-trifluoromethylphenyl)-4-iodo-3-phenylpyrazole). Reaction SMILES: N[C:2]1[N:6]([C:7]2[C:12]([Cl:13])=[CH:11][C:10]([C:14]([F:17])([F:16])[F:15])=[CH:9][C:8]=2[Cl:18])[N:5]=[C:4]([C:19]2[CH:24]=[CH:23][CH:22]=[CH:21][CH:20]=2)[C:3]=1[I:25].C(ON=O)(C)(C)C>O1CCCC1>[Cl:13][C:12]1[CH:11]=[C:10]([C:14]([F:15])([F:16])[F:17])[CH:9]=[C:8]([Cl:18])[C:7]=1[N:6]1[CH:2]=[C:3]([I:25])[C:4]([C:19]2[CH:20]=[CH:21][CH:22]=[CH:23][CH:24]=2)=[N:5]1. Reported procedure: To a stirred solution of 5-amino-1-(2,6-dichloro-4-trifluoromethylphenyl)4iodo-3-phenylpyrazole (2.5 g) in tetrahydrofuiran (50 ml) at 65° C. was added dropwise t-butylnitrite (3 g) in tetrahydrofuran (20 ml) over a period of 30 minutes and heating continued for 3 hours then left at room temperature overnight. The reaction mixture was evaporated to an oil which was purified by column chromatography on silica gel eluted with dichloromethane. Combination and evaporation of appropriate fractions, f... Starting materials: [Cl-], Nc1nc2c(F)cc(F)cc2s1, O=C(O)c1ccco1. Product: O=C(Nc1nc2c(F)cc(F)cc2s1)c1ccco1. RXN SMILES: [Cl-:13].[NH2:1][c:2]1[s:3][c:4]2[c:5]([n:6]1)[c:7]([F:12])[cH:8][c:9]([F:11])[cH:10]2.[o:14]1[c:15]([C:19](=[O:20])[OH:21])[cH:16][cH:17][cH:18]1>>[NH:1]([c:2]1[s:3][c:4]2[c:5]([n:6]1)[c:7]([F:12])[cH:8][c:9]([F:11])[cH:10]2)[C:19]([c:15]1[o:14][cH:18][cH:17][cH:16]1)=[O:20]. The reactants are C[N+](C)(C)[O-], ClCCl, O=C1Nc2ncccc2C12CC=CC2, O, O. The product is O=C1Nc2ncccc2C12CC(O)C(O)C2. RXN SMILES: [CH3:3][N+:4]([O-:5])([CH3:6])[CH3:7].[Cl:22][CH2:23][Cl:24].[NH:8]1[C:9](=[O:21])[C:10]2([CH2:11][CH:12]=[CH:13][CH2:14]2)[c:15]2[c:16]1[n:17][cH:18][cH:19][cH:20]2.[OH2:1].[OH2:2]>>[OH:1][CH:12]1[CH2:11][C:10]2([C:9](=[O:21])[NH:8][c:16]3[c:15]2[cH:20][cH:19][cH:18][n:17]3)[CH2:14][CH:13]1[OH:2]. The reactants are FC1=C(C(=CC=C1N1CCN(CC1)C)[N+](=O)[O-])N (2-Fluoro-3-(4-methyl-piperazin-1-yl)-6-nitro-phenylamine). The reagents and catalysts are O=[Mn]=O (MnO2). Solvent: CCOC(=O)C (EtOAc). Reaction conditions: temperature 120 celsius, time 2 hour. The product is FC1=C(C(=CC=C1N1CCN(CC1)C)N)N (3-Fluoro-4-(4-methyl-piperazin-1-yl)-benzene-1,2-diamine). Yield: 94.4%. As a reaction SMILES: [F:1][C:2]1[C:7]([N:8]2[CH2:13][CH2:12][N:11]([CH3:14])[CH2:10][CH2:9]2)=[CH:6][CH:5]=[C:4]([N+:15]([O-])=O)[C:3]=1[NH2:18]>O=[Mn]=O.CCOC(C)=O>[F:1][C:2]1[C:7]([N:8]2[CH2:13][CH2:12][N:11]([CH3:14])[CH2:10][CH2:9]2)=[CH:6][CH:5]=[C:4]([NH2:15])[C:3]=1[NH2:18]. Reported procedure: A 250 mL reaction tube was charged with benzyl alcohol 1 (1.0 g, 3.6 mmol), MnO2 (4.7 g, 54 mmol) and EtOAc (20 mL). The reaction tube was sealed was heated to 120° C. with stirring for 2 h. The reaction was allowed to cool to rt, then filtered through Celite and washed successively with EtOAc, MeOH, and EtOH. The combine organics were concentrated to give 936 mg (3.4 mmol, 94%) of 2 as an orange solid: 1H NMR (300 MHz, CDCl3) δ 10.01 (s, 1H), 8.64 (d, J=5.5 Hz, 1H), 8.09 (br s, 1H), 7.96 (d, J=... Starting materials: FC=1C=CC(=C(C1)C1=C2C(=NC=C1)NC(=C2)C2CCN(CC2)C(=O)OC(C)(C)C)OC (tert-butyl 4-(4-(5-fluoro-2-methoxyphenyl)-1H-pyrrolo[2,3-b]pyridin-2-yl)piperidine-1-carboxylate), BrN1C(CCC1=O)=O (N-bromosuccinimide). The solvent is O (water), C(C)(=O)OCC (ethyl acetate), CN(C=O)C (N,N-dimethylformamide). Conditions: time 3 hour. Yields the product BrC1=C(NC2=NC=CC(=C21)C2=C(C=CC(=C2)F)OC)C2CCN(CC2)C(=O)OC(C)(C)C (tert-butyl 4-(3-bromo-4-(5-fluoro-2-methoxyphenyl)-1H-pyrrolo[2,3-b]pyridin-2-yl)piperidine-1-carboxylate). Reaction SMILES: [F:1][C:2]1[CH:3]=[CH:4][C:5]([O:30][CH3:31])=[C:6]([C:8]2[CH:13]=[CH:12][N:11]=[C:10]3[NH:14][C:15]([CH:17]4[CH2:22][CH2:21][N:20]([C:23]([O:25][C:26]([CH3:29])([CH3:28])[CH3:27])=[O:24])[CH2:19][CH2:18]4)=[CH:16][C:9]=23)[CH:7]=1.[Br:32]N1C(=O)CCC1=O>CN(C)C=O.O.C(OCC)(=O)C>[Br:32][C:16]1[C:9]2[C:10](=[N:11][CH:12]=[CH:13][C:8]=2[C:6]2[CH:7]=[C:2]([F:1])[CH:3]=[CH:4][C:5]=2[O:30][CH3:31])[NH:14][C:15]=1[CH:17]1[CH2:22][CH2:21][N:20]([C:23]([O:25][C:26]([CH3:27])([CH3:28])[CH3:29])=[O:24])[CH2:19][CH2:18]1. Procedure: To a solution of Example 17F (300 mg, 0.705 mmol) in N,N-dimethylformamide (3 mL) at 0° C. was added N-bromosuccinimide (188 mg, 1.058 mmol) and the mixture was stirred at room temperature for 3 hours. The mixture was diluted with water and ethyl acetate and the ethyl acetate layer was washed with water and brine, dried over sodium sulfate, filtered, and concentrated. Purification by column chromatography (silica gel, 15% ethyl acetate in hexane) afforded the title compound. LCMS: 506 (M+3)+.